From a dataset of the Open Reaction Database (ORD), a public repository of structured organic reaction records. describe an organic reaction: reactants, conditions, products, and yield Reactants: C(C)(C)(C)C1=C(C=C(C=C1)C)O (2-t-butyl-5-methylphenol), BrBr (bromine). The solvent is C(Cl)(Cl)(Cl)Cl (CCl4), C(Cl)(Cl)(Cl)Cl (CCl4), O (H2O). Run at time 30 minute. The product is BrC1=CC(=C(C=C1C)O)C(C)(C)C (4-Bromo-2-t-butyl-5-methylphenol). Reaction SMILES: [C:1]([C:5]1[CH:10]=[CH:9][C:8]([CH3:11])=[CH:7][C:6]=1[OH:12])([CH3:4])([CH3:3])[CH3:2].[Br:13]Br>C(Cl)(Cl)(Cl)Cl.O>[Br:13][C:9]1[C:8]([CH3:11])=[CH:7][C:6]([OH:12])=[C:5]([C:1]([CH3:4])([CH3:3])[CH3:2])[CH:10]=1. Reported procedure: To a solution of 2-t-butyl-5-methylphenol (24.6 g, 150 mmol) in CCl4 (100 mL) at 0° C. was added a solution of bromine (7.7 mL, 150 mmol) in CCl4 (100 mL) over a 4 hour period. The mixture was stirred at room temperature for 30 minutes and then diluted with H2O. The organic phase was separated, washed with saturated sodium bisulfite and brine, and dried (MgSO4). Concentration gave a residue which was chromatographed on silica gel, eluting with 6:1 hexanes:EtOAc, to give the title compound. 1H NM... Reactants: CC(C(=O)O)c1cccc(OCC2CCCCC2C(=O)O)c1, O. The product is CC(C(=O)O)c1ccc2c(c1)OCC1CCCCC1C2=O. Reaction SMILES: [C:1](=[O:2])([OH:3])[CH:4]1[CH:5]([CH2:10][O:11][c:12]2[cH:13][c:14]([CH:18]([C:19](=[O:20])[OH:21])[CH3:22])[cH:15][cH:16][cH:17]2)[CH2:6][CH2:7][CH2:8][CH2:9]1.[OH2:23]>>[C:1]1(=[O:3])[CH:4]2[CH:5]([CH2:6][CH2:7][CH2:8][CH2:9]2)[CH2:10][O:11][c:12]2[cH:13][c:14]([CH:18]([C:19](=[O:20])[OH:21])[CH3:22])[cH:15][cH:16][c:17]21. Reactants: FC=1C=C2C=CC(=NC2=CC1F)/C=C/C=1C=CC2=C(C(C3=C(C=C2)C=CC=C3)SCCC(=O)O)C1 (3-{[3-[(E)-2-(6,7-difluoroquinolin-2-yl)ethenyl]-5H-dibenzo[a,d]cyclohepten-5-yl]thio}propionic acid), [OH-].[Na+] (sodium hydroxide). Run in O1CCCC1 (tetrahydrofuran), CO (methanol). Run at time 1 hour. The product is FC=1C=C2C=CC(=NC2=CC1F)/C=C/C=1C=CC2=C(C(C3=C(C=C2)C=CC=C3)SCCC(=O)[O-])C1.[Na+] (Sodium 3-{[3-[(E)-2-(6,7-difluoroquinolin-2-yl)ethenyl]-5H-dibenzo[a,d]cyclohepten-5-yl]thio}propionate). Reaction SMILES: [F:1][C:2]1[CH:3]=[C:4]2[C:9](=[CH:10][C:11]=1[F:12])[N:8]=[C:7](/[CH:13]=[CH:14]/[C:15]1[CH:16]=[CH:17][C:18]3[CH:24]=[CH:23][C:22]4[CH:25]=[CH:26][CH:27]=[CH:28][C:21]=4[CH:20]([S:29][CH2:30][CH2:31][C:32]([OH:34])=[O:33])[C:19]=3[CH:35]=1)[CH:6]=[CH:5]2.[OH-].[Na+:37]>O1CCCC1.CO>[F:1][C:2]1[CH:3]=[C:4]2[C:9](=[CH:10][C:11]=1[F:12])[N:8]=[C:7](/[CH:13]=[CH:14]/[C:15]1[CH:16]=[CH:17][C:18]3[CH:24]=[CH:23][C:22]4[CH:25]=[CH:26][CH:27]=[CH:28][C:21]=4[CH:20]([S:29][CH2:30][CH2:31][C:32]([O-:34])=[O:33])[C:19]=3[CH:35]=1)[CH:6]=[CH:5]2.[Na+:37] |f:1.2,5.6|. Procedure: 3-{[3-[(E)-2-(6,7-difluoroquinolin-2-yl)ethenyl]-5H-dibenzo[a,d]cyclohepten-5-yl]thio}propionic acid obtained in Example 4(a) was dissolved as such in a mixed solution of 10 ml of tetrahydrofuran and 20 ml of methanol, 0.35 ml (0.35 mmol) of an aqueous 1N sodium hydroxide solution was added to the solution and the mixture was stirred at room temperature for 1 hour.